This data is from the Open Reaction Database (ORD), a public repository of structured organic reaction records. The task is: describe an organic reaction: reactants, conditions, products, and yield The reagents and catalysts are [Ni] (Raney nickel). Starting materials: C(C)(=O)C1=C(C(=C(OCCCOC=2C=C(C(=CC2)C)[N+](=O)[O-])C=C1)CCC)O (3-[3-(4-acetyl-3-hydroxy-2-n-propylphenoxy)-propoxy]-6-methylnitrobenzene). Run in O1CCCC1 (tetrahydrofuran). As a reaction SMILES: [C:1]([C:4]1[CH:24]=[CH:23][C:7]([O:8][CH2:9][CH2:10][CH2:11][O:12][C:13]2[CH:14]=[C:15]([N+:20]([O-])=O)[C:16]([CH3:19])=[CH:17][CH:18]=2)=[C:6]([CH2:25][CH2:26][CH3:27])[C:5]=1[OH:28])(=[O:3])[CH3:2]>[Ni].O1CCCC1>[C:1]([C:4]1[CH:24]=[CH:23][C:7]([O:8][CH2:9][CH2:10][CH2:11][O:12][C:13]2[CH:14]=[C:15]([C:16]([CH3:19])=[CH:17][CH:18]=2)[NH2:20])=[C:6]([CH2:25][CH2:26][CH3:27])[C:5]=1[OH:28])(=[O:3])[CH3:2]. Reported procedure: 1.0 g of Raney nickel is added to a solution of 9.1 g (23.5 mmol) of 3-[3-(4-acetyl-3-hydroxy-2-n-propylphenoxy)-propoxy]-6-methylnitrobenzene in 90 ml of tetrahydrofuran and the whole is hydrogenated at room temperature. The catalyst is filtered off and washed with tetrahydrofuran. The filtrate is concentrated to dryness by evaporation under reduced pressure. 3-[3-(4-acetyl-3-hydroxy-2-n-propylphenoxy)-propoxy]-6-methylaniline is obtained having an Rf value=0.12 (silica gel/methylene chloride). Product: C(C)(=O)C1=C(C(=C(OCCCOC=2C=C(N)C(=CC2)C)C=C1)CCC)O (3-[3-(4-acetyl-3-hydroxy-2-n-propylphenoxy)-propoxy]-6-methylaniline). Reactants: O=[N+]([O-])c1ccc(Br)cc1, C1COCCO1, CNCCNC, CCOC(C)=O, [Cu]I, [I-], [K+], O=C1Cc2cccnc2N1. Product: O=C1Cc2cccnc2N1c1ccc([N+](=O)[O-])cc1. Reaction SMILES: [Br:11][c:12]1[cH:13][cH:14][c:15]([N+:18](=[O:19])[O-:20])[cH:16][cH:17]1.[CH2:29]1[O:30][CH2:31][CH2:32][O:33][CH2:34]1.[CH3:21][NH:22][CH2:23][CH2:24][NH:25][CH3:26].[CH3:35][CH2:36][O:37][C:38](=[O:39])[CH3:40].[Cu:41][I:42].[I-:28].[K+:27].[NH:1]1[C:2](=[O:10])[CH2:3][c:4]2[c:5]1[n:6][cH:7][cH:8][cH:9]2>>[N:1]1([c:12]2[cH:13][cH:14][c:15]([N+:18](=[O:19])[O-:20])[cH:16][cH:17]2)[C:2](=[O:10])[CH2:3][c:4]2[c:5]1[n:6][cH:7][cH:8][cH:9]2. Reactants: O (water), CS(=O)(=O)Cl (Methanesulfonyl chloride), NC1=CC(=C(C=C1)C1=CC=C(N1C)C#N)C(F)(F)F (5-[4-amino-2-(trifluoromethyl)phenyl]-1-methyl-1H-pyrrole-2-carbonitrile). The solvent is N1=CC=CC=C1 (pyridine), C(Cl)Cl (CH2Cl2), C(C)(=O)OCC (ethyl acetate). Run at time 16 hour. Product: C(#N)C1=CC=C(N1C)C1=C(C=C(C=C1)NS(=O)(=O)C)C(F)(F)F (N-[4-(5-cyano-1-methyl-1H-pyrrol-2-yl)-3-(trifluoromethyl)phenyl]-methanesulfonamide). Yield: 70.4%. RXN SMILES: [NH2:1][C:2]1[CH:7]=[CH:6][C:5]([C:8]2[N:12]([CH3:13])[C:11]([C:14]#[N:15])=[CH:10][CH:9]=2)=[C:4]([C:16]([F:19])([F:18])[F:17])[CH:3]=1.[CH3:20][S:21](Cl)(=[O:23])=[O:22].O>C(Cl)Cl.N1C=CC=CC=1.C(OCC)(=O)C>[C:14]([C:11]1[N:12]([CH3:13])[C:8]([C:5]2[CH:6]=[CH:7][C:2]([NH:1][S:21]([CH3:20])(=[O:23])=[O:22])=[CH:3][C:4]=2[C:16]([F:19])([F:17])[F:18])=[CH:9][CH:10]=1)#[N:15]. Procedure: 5-[4-amino-2-(trifluoromethyl)phenyl]-1-methyl-1H-pyrrole-2-carbonitrile (0.34 g, 1.3 mmol) was dissolved in CH2Cl2 (5 mL) and pyridine (0.2 mL). Methanesulfonyl chloride (90 μL, 1.2 mmol) was added and the mixture was stirred for 16 hours followed by the addition of water. The mixture was then diluted with ethyl acetate, the mixture was washed with water, 2N HCl, brine, dried over MgSO4, and concentrated. The crude product was purified via Isco chromatography (the Redisep® column, silica, gradi... Reactants: C, CO, Cl, [H][H], O=[N+]([O-])c1ccc(CCNCC(O)c2ccccc2)cc1, [Pd]. Yields the product Cl, Nc1ccc(CCNCC(O)c2ccccc2)cc1. Reaction SMILES: [C:25].[CH3:27][OH:28].[ClH:1].[H:23][H:24].[N+:2]([O-:3])(=[O:4])[c:5]1[cH:6][cH:7][c:8]([CH2:11][CH2:12][NH:13][CH2:14][CH:15]([OH:16])[c:17]2[cH:18][cH:19][cH:20][cH:21][cH:22]2)[cH:9][cH:10]1.[Pd:26]>>[ClH:1].[NH2:2][c:5]1[cH:6][cH:7][c:8]([CH2:11][CH2:12][NH:13][CH2:14][CH:15]([OH:16])[c:17]2[cH:18][cH:19][cH:20][cH:21][cH:22]2)[cH:9][cH:10]1. The reactants are C(C1=CC=CC=C1)NCC1=CC=CC=C1 (dibenzylamine), [N+](=O)([O-])C=1C(=NC=CC1N)S(=O)(=O)[O-] (3-nitro-4-aminopyridine-2-sulfonate), Formula XI. The product is C(C1=CC=CC=C1)N(C1=NC=CC(=C1[N+](=O)[O-])N)CC1=CC=CC=C1 (2-dibenzylamino-3-nitropyridin-4-amine), Formula XII. As a reaction SMILES: [N+:1]([C:4]1[C:5](S([O-])(=O)=O)=[N:6][CH:7]=[CH:8][C:9]=1[NH2:10])([O-:3])=[O:2].[CH2:15]([NH:22][CH2:23][C:24]1[CH:29]=[CH:28][CH:27]=[CH:26][CH:25]=1)[C:16]1[CH:21]=[CH:20][CH:19]=[CH:18][CH:17]=1>>[CH2:23]([N:22]([CH2:15][C:16]1[CH:21]=[CH:20][CH:19]=[CH:18][CH:17]=1)[C:5]1[C:4]([N+:1]([O-:3])=[O:2])=[C:9]([NH2:10])[CH:8]=[CH:7][N:6]=1)[C:24]1[CH:29]=[CH:28][CH:27]=[CH:26][CH:25]=1. Reported procedure: In step (2) of Reaction Scheme I a 3-nitro-4-aminopyridine-2-sulfonate of Formula XI is reacted with dibenzylamine to provide a 2-dibenzylamino-3-nitropyridin-4-amine of Formula XII. The reaction is carried out by combining a compound of Formula XI, dibenzylamine, and a tertiary amine such as triethylamine in an inert solvent such as benzene, toluene or xylene and heating the resulting mixture. Starting materials: CCO, O=C(c1ccc(F)cc1)c1ccc(CBr)cc1, [Na+], [OH-], O, Cn1c(S)nc2ccccc2c1=O. Yields the product Cn1c(SCc2ccc(C(=O)c3ccc(F)cc3)cc2)nc2ccccc2c1=O. RXN SMILES: [CH3:33][CH2:34][OH:35].[F:16][c:17]1[cH:18][cH:19][c:20]([C:21](=[O:22])[c:23]2[cH:24][cH:25][c:26]([CH2:27][Br:28])[cH:29][cH:30]2)[cH:31][cH:32]1.[Na+:15].[OH-:14].[OH2:36].[SH:1][c:2]1[n:3][c:4]2[cH:5][cH:6][cH:7][cH:8][c:9]2[c:10](=[O:13])[n:11]1[CH3:12]>>[S:1]([c:2]1[n:3][c:4]2[cH:5][cH:6][cH:7][cH:8][c:9]2[c:10](=[O:13])[n:11]1[CH3:12])[CH2:27][c:26]1[cH:25][cH:24][c:23]([C:21]([c:20]2[cH:19][cH:18][c:17]([F:16])[cH:32][cH:31]2)=[O:22])[cH:30][cH:29]1.